This data is from the Open Reaction Database (ORD), a public repository of structured organic reaction records. The task is: describe an organic reaction: reactants, conditions, products, and yield The reactants are dipotassium, SC1=NSC(=N1)S (3,5-dimercapto-1,2,4-thiadiazole), BrCCC(=C(F)F)F (4-bromo-1,1,2-trifluoro-1-butene). The solvent is C(C)C(=O)C (methyl ethyl ketone). Reaction conditions: time 18 hour. Product: FC(CCSC1=NSC(=N1)SCCC(=C(F)F)F)=C(F)F (3,5-di-(3,4,4-trifluoro-3-butenylthio)-1,2,4-thiadiazole). Reaction SMILES: [SH:1][C:2]1[N:6]=[C:5]([SH:7])[S:4][N:3]=1.Br[CH2:9][CH2:10][C:11]([F:15])=[C:12]([F:14])[F:13]>C(C(C)=O)C>[F:15][C:11](=[C:12]([F:14])[F:13])[CH2:10][CH2:9][S:1][C:2]1[N:6]=[C:5]([S:7][CH2:9][CH2:10][C:11]([F:15])=[C:12]([F:14])[F:13])[S:4][N:3]=1. Reported procedure: A solution of 1.0 gram (0.004 mole) of the dipotassium salt of 3,5-dimercapto-1,2,4-thiadiazole in 35 ml of methyl ethyl ketone was stirred and 1.7 grams (0.009 mole) of 4-bromo-1,1,2-trifluoro-1-butene was added. The reaction mixture was heated under reflux for two hours then allowed to cool to ambient temperature where it stirred for 18 hours. The reaction mixture was concentrated under reduced pressure lo a residue. The residue was stirred in 25 ml of water and the mixture was extracted with ... Starting materials: CC1=C(C(=C(C1)C)C)C (tetramethylcyclopentadiene), [H-].[K+] (Potassium hydride), [H-].[Na+] (sodium hydride), CC1=CC=C(N)C=C1 (4-methylaniline). Run in O1CCCC1 (tetrahydrofuran), O1CCCC1 (tetrahydrofuran). Reaction conditions: temperature 25 celsius, time 10 minute. Yields the product CC1=C(C(=C(C1[K])C)C)C (tetramethylcyclopentadienylpotassium). RXN SMILES: [H-].[K+:2].[H-].[Na+].CC1C=CC(N)=CC=1.[CH3:13][C:14]1[CH2:18][C:17]([CH3:19])=[C:16]([CH3:20])[C:15]=1[CH3:21]>O1CCCC1>[CH3:13][C:14]1[CH:18]([K:2])[C:17]([CH3:19])=[C:16]([CH3:20])[C:15]=1[CH3:21] |f:0.1,2.3|. Reported procedure: Potassium hydride (containing mineral oil; the content of sodium hydride: 35%) (3.00 g) was suspended in tetrahydrofuran (18 ml), and then 4-methylaniline (0.056 g) was dropwise added to the suspension at 10° C., followed by stirring for 10 minutes. Thereafter, the solution of tetramethylcyclopentadiene (1.22 g) dissolved in tetrahydrofuran (6 ml) was dropwise added to the suspension, and heated to 25° C., followed by stirring for one hour. Thus, tetramethylcyclopentadienylpotassium was obtained...